This data is from the Open Reaction Database (ORD), a public repository of structured organic reaction records. The task is: describe an organic reaction: reactants, conditions, products, and yield The reactants are O (Water), C([O-])([O-])=O.[K+].[K+] (potassium carbonate), BrCC(=O)OCC (ethyl bromoacetate), C(C)N1CCN(CC1)C1=NC(=CC2=CC=CC=C12)C1=CC=C(C=C1)O (1-(4-ethylpiperazin-1-yl)-3-(4-hydroxyphenyl)isoquinoline). Solvent: CN(C=O)C (N,N-dimethylformamide). Reaction conditions: time 2 day. The product is C(C)N1CCN(CC1)C1=NC(=CC2=CC=CC=C12)C1=CC=C(C=C1)OCC(=O)OCC (1-(4-ethylpiperazin-1-yl)-3-[4-(ethoxycarbonylmethoxy)phenyl]isoquinoline). As a reaction SMILES: [CH2:1]([N:3]1[CH2:8][CH2:7][N:6]([C:9]2[C:18]3[C:13](=[CH:14][CH:15]=[CH:16][CH:17]=3)[CH:12]=[C:11]([C:19]3[CH:24]=[CH:23][C:22]([OH:25])=[CH:21][CH:20]=3)[N:10]=2)[CH2:5][CH2:4]1)[CH3:2].C(=O)([O-])[O-].[K+].[K+].Br[CH2:33][C:34]([O:36][CH2:37][CH3:38])=[O:35].O>CN(C)C=O>[CH2:1]([N:3]1[CH2:4][CH2:5][N:6]([C:9]2[C:18]3[C:13](=[CH:14][CH:15]=[CH:16][CH:17]=3)[CH:12]=[C:11]([C:19]3[CH:20]=[CH:21][C:22]([O:25][CH2:33][C:34]([O:36][CH2:37][CH3:38])=[O:35])=[CH:23][CH:24]=3)[N:10]=2)[CH2:7][CH2:8]1)[CH3:2] |f:1.2.3|. Procedure: The resulting 1-(4-ethylpiperazin-1-yl)-3-(4-hydroxyphenyl)isoquinoline (0.57 g) was dissolved in N,N-dimethylformamide (5 ml), to which were added potassium carbonate (0.24 g) and ethyl bromoacetate (210 ml), and the mixture was stirred at room temperature for 2 days. Water was added to the reaction solution, followed by the extraction with ethyl acetate. The extract was washed with water and brine, and dried over magnesium sulfate. The solvent was evaporated, and the resulting residue was puri... The reactants are NCC=1C=CC(=C(C1)C1CCN(CC1)C(=O)C1=CN(C2=C(C=CC(=C12)OC(F)(F)F)F)CCOC)F ([4-(5-aminomethyl-2-fluoro-phenyl)-piperidin-1-yl]-[7-fluoro-1-(2-methoxy-ethyl)-4-trifluoromethoxy-1H-indol-3-yl]-methanone), solution, glass, C([C@H](O)[C@@H](O)C(=O)O)(=O)O (L-(+)-tartaric acid). The solvent is C(C)#N.O (acetonitrile water). Conditions: temperature 60 celsius. Yields the product C(C(O)C(O)C(=O)O)(=O)O (Tartaric Acid). RXN SMILES: NCC1C=CC(F)=C(C2CCN(C(C3C4C(=C(F)C=CC=4OC(F)(F)F)N(CCOC)C=3)=O)CC2)C=1.[C:37]([OH:46])(=[O:45])[C@@H:38]([C@H:40]([C:42]([OH:44])=[O:43])[OH:41])[OH:39]>C(#N)C.O>[C:37]([OH:46])(=[O:45])[CH:38]([CH:40]([C:42]([OH:44])=[O:43])[OH:41])[OH:39] |f:2.3|. Reported procedure: [4-(5-aminomethyl-2-fluoro-phenyl)-piperidin-1-yl]-[7-fluoro-1-(2-methoxy-ethyl)-4-trifluoromethoxy-1H-indol-3-yl]-methanone (0.250 g, 0.554 mmol) was weighed in a 20 ml glass vial. A solution of L-(+)-tartaric acid at 2.66 mmol/ml in 5:1 (v/v) acetonitrile/water was prepared, and 0.2084 ml of this solution was added to the weighed solid with stirring and heating to ˜60° C. giving a clear solution. The solution was then evaporated in vacuo on a rotary evaporator leaving a glassy solid which was ... The reactants are C(N)(=O)OCC=1CS[C@H]2N(C1C(=O)O)C(C2N)=O (3-carbamoyloxymethyl-7-amino-3-cephem-4-carboxylic acid), C[Si](C)(C)CC(=O)N (trimethylsilylacetamide), C=C1CC(O1)=O (4-methylene-2-oxetanone), BrBr (bromine). Run in C(Cl)Cl (methylene chloride), C(Cl)Cl (methylene chloride), C(Cl)Cl (methylene chloride), O (water), C(C)(=O)OCC (ethyl acetate), O (water). Run at temperature -30 celsius, time 15 minute. The product is C(N)(=O)OCC=1CS[C@H]2N(C1C(=O)O)C(C2NC(CC(CBr)=O)=O)=O (3-carbamoyloxymethyl-7-(3-oxo-4-bromobutyramido)-3-cephem-4-carboxylic acid). The yield is 58.1%. Reaction SMILES: [CH2:1]=[C:2]1[O:5][C:4](=[O:6])[CH2:3]1.[Br:7]Br.[C:9]([O:12][CH2:13][C:14]1[CH2:15][S:16][C@@H:17]2[CH:24]([NH2:25])[C:23](=[O:26])[N:18]2[C:19]=1[C:20]([OH:22])=[O:21])(=[O:11])[NH2:10].C[Si](CC(N)=O)(C)C>C(Cl)Cl.C(OCC)(=O)C.O>[C:9]([O:12][CH2:13][C:14]1[CH2:15][S:16][C@@H:17]2[CH:24]([NH:25][C:4](=[O:6])[CH2:3][C:2](=[O:1])[CH2:5][Br:7])[C:23](=[O:26])[N:18]2[C:19]=1[C:20]([OH:22])=[O:21])(=[O:11])[NH2:10]. Procedure details: To a solution of 4-methylene-2-oxetanone (0.4 g.) in dried methylene chloride (5 ml.) was dropwise added a solution of bromine (0.75 g.) in dried methylene chloride (5 ml.) under cooling at -30° C., and then the mixed solution was stirred for 15 minutes at -10° to -5° C. Thus obtained solution was dropwise added to a solution of 3-carbamoyloxymethyl-7-amino-3-cephem-4-carboxylic acid (1.1 g.) and trimethylsilylacetamide (6.3 g.) in dried methylene chloride (15 ml.) under cooling at -20° C. The r... The reactants are hydrogensulfate diazonium salt, ClC1=CC=C(C=C1)S(=O)(=O)C(C(C)=O)(CC#N)N=NC1=C(C=C(C=C1Cl)C(F)(F)F)Cl (3-(4-chlorophenylsulfonyl)-3-(2,6-dichloro-4-trifluoromethylphenylazo)-4-cyanobutan-2-one), ClC1=C(N)C(=CC(=C1)C(F)(F)F)Cl (2,6-dichloro-4-trifluoromethylaniline), ClC1=CC=C(C=C1)S(=O)(=O)C(C(C)=O)CC#N (3-(4-chlorophenylsulfonyl)-4-cyanobutan-2-one). Product: C(C)(=O)C1=NN(C(=C1S(=O)(=O)C1=CC=C(C=C1)Cl)N)C1=C(C=C(C=C1Cl)C(F)(F)F)Cl (3-acetyl-5-amino-4-(4-chlorophenyl)sulfonyl-1-(2,6-dichloro-4-trifluoromethylphenyl)pyrazole). RXN SMILES: ClC1C=C(C(F)(F)F)C=C(Cl)C=1N.[Cl:14][C:15]1[CH:20]=[CH:19][C:18]([S:21](C(CC#N)C(=O)C)(=[O:23])=[O:22])=[CH:17][CH:16]=1.ClC1C=CC(S([C:41]([N:48]=[N:49][C:50]2[C:55]([Cl:56])=[CH:54][C:53]([C:57]([F:60])([F:59])[F:58])=[CH:52][C:51]=2[Cl:61])([CH2:45][C:46]#[N:47])[C:42](=[O:44])[CH3:43])(=O)=O)=CC=1>>[C:42]([C:41]1[C:45]([S:21]([C:18]2[CH:19]=[CH:20][C:15]([Cl:14])=[CH:16][CH:17]=2)(=[O:23])=[O:22])=[C:46]([NH2:47])[N:49]([C:50]2[C:51]([Cl:61])=[CH:52][C:53]([C:57]([F:58])([F:60])[F:59])=[CH:54][C:55]=2[Cl:56])[N:48]=1)(=[O:44])[CH3:43]. Procedure details: A process according to claim 1, comprising reacting the hydrogensulfate diazonium salt of 2,6-dichloro-4-trifluoromethylaniline with 3-(4-chlorophenylsulfonyl)-4-cyanobutan-2-one, and then subjecting the resultant 3-(4-chlorophenylsulfonyl)-3-(2,6-dichloro-4-trifluoromethylphenylazo)-4-cyanobutan-2-one to rearrangement to afford 3-acetyl-5-amino-4-(4-chlorophenyl)sulfonyl-1-(2,6-dichloro-4-trifluoromethylphenyl)pyrazole.